Dataset: the Open Reaction Database (ORD), a public repository of structured organic reaction records. Task: describe an organic reaction: reactants, conditions, products, and yield The reactants are CCNS(C)(=O)=O, O=[N+]([O-])c1ccc(F)cc1F, [H-], [Na+], CN(C)C=O, O. Product: CCN(c1cc(F)ccc1[N+](=O)[O-])S(C)(=O)=O. As a reaction SMILES: [CH2:1]([CH3:2])[NH:3][S:4](=[O:5])(=[O:6])[CH3:7].[F:10][c:11]1[c:12]([N+:18](=[O:19])[O-:20])[cH:13][cH:14][c:15]([F:17])[cH:16]1.[H-:8].[Na+:9].[O:22]=[CH:23][N:24]([CH3:25])[CH3:26].[OH2:21]>>[CH2:1]([CH3:2])[N:3]([S:4](=[O:5])(=[O:6])[CH3:7])[c:11]1[c:12]([N+:18](=[O:19])[O-:20])[cH:13][cH:14][c:15]([F:17])[cH:16]1. Starting materials: C1(=CC=CC=C1)OC1=CC=CC=C1 (Diphenyl ether), C(CC)(=O)Cl (propionyl chloride), [Cl-].[Al+3].[Cl-].[Cl-] (aluminum chloride). Run in C(=S)=S (carbon disulfide). The product is C(CC)(=O)C1=CC=C(C=C1)OC1=CC=C(C=C1)C(CC)=O (4-propionylphenyl ether). As a reaction SMILES: [C:1]1([O:7][C:8]2[CH:13]=[CH:12][CH:11]=[CH:10][CH:9]=2)[CH:6]=[CH:5][CH:4]=[CH:3][CH:2]=1.[C:14](Cl)(=[O:17])[CH2:15][CH3:16].[Cl-].[Al+3].[Cl-].[Cl-]>C(=S)=S>[C:14]([C:11]1[CH:10]=[CH:9][C:8]([O:7][C:1]2[CH:2]=[CH:3][C:4]([C:1](=[O:7])[CH2:2][CH3:3])=[CH:5][CH:6]=2)=[CH:13][CH:12]=1)(=[O:17])[CH2:15][CH3:16] |f:2.3.4.5|. Procedure details: Diphenyl ether (67 grams) was mixed with about 79 grams of propionyl chloride and 109 grams of aluminum chloride in about 150 ml of carbon disulfide. The product, 4-propionylphenyl ether, was isolated by hydrolysis of the mixture and conventional recrystallization techniques.